Dataset: the Open Reaction Database (ORD), a public repository of structured organic reaction records. Task: describe an organic reaction: reactants, conditions, products, and yield The reactants are COC(=O)C(C)(Cc1ccc(CCCc2nc(-c3ccccc3)oc2C)s1)Oc1ccccc1, CCO, Cl, [Na+], [OH-], O. The product is Cc1oc(-c2ccccc2)nc1CCCc1ccc(CC(C)(Oc2ccccc2)C(=O)O)s1. RXN SMILES: [CH3:1][O:2][C:3]([C:4]([CH2:5][c:6]1[s:7][c:8]([CH2:11][CH2:12][CH2:13][c:14]2[n:15][c:16](-[c:20]3[cH:21][cH:22][cH:23][cH:24][cH:25]3)[o:17][c:18]2[CH3:19])[cH:9][cH:10]1)([O:26][c:27]1[cH:28][cH:29][cH:30][cH:31][cH:32]1)[CH3:33])=[O:34].[CH3:38][CH2:39][OH:40].[ClH:37].[Na+:36].[OH-:35].[OH2:41]>>[O:2]=[C:3]([C:4]([CH2:5][c:6]1[s:7][c:8]([CH2:11][CH2:12][CH2:13][c:14]2[n:15][c:16](-[c:20]3[cH:21][cH:22][cH:23][cH:24][cH:25]3)[o:17][c:18]2[CH3:19])[cH:9][cH:10]1)([O:26][c:27]1[cH:28][cH:29][cH:30][cH:31][cH:32]1)[CH3:33])[OH:34]. The reactants are FC=1C=C(C(=O)OC)C=CC1[N+](=O)[O-] (methyl 3-fluoro-4-nitrobenzoate), COC=1C=C(C(=O)O)C=CC1[N+](=O)[O-] (3-methoxy-4-nitrobenzoic acid). Reagents/catalysts: [Pd] (palladium on charcoal). Solvent: C(C)(=O)OCC (ethyl acetate). Yields the product NC1=C(C=C(C(=O)OC)C=C1)F (methyl 4-amino-3-fluorobenzoate). RXN SMILES: [F:1][C:2]1[CH:3]=[C:4]([CH:9]=[CH:10][C:11]=1[N+:12]([O-])=O)[C:5]([O:7][CH3:8])=[O:6].COC1C=C(C=CC=1[N+]([O-])=O)C(O)=O>[Pd].C(OCC)(=O)C>[NH2:12][C:11]1[CH:10]=[CH:9][C:4]([C:5]([O:7][CH3:8])=[O:6])=[CH:3][C:2]=1[F:1]. Procedure: 150 mg of 10% palladium on charcoal was added to a solution of the above mixture consisting of methyl 3-fluoro-4-nitrobenzoate and 3-methoxy-4-nitrobenzoic acid (1.7 g) in 50 mL ethyl acetate and maintained under H2 (45 psi) for two hours. The reaction mixture was filtered over Celite and concentrated in vacuo. The product was purified by flash chromatography (SiO2, 10% methanol/dichloromethane), giving 0.7 g of methyl 4-amino-3-fluorobenzoate as an off-white solid. Reactants: CC1(C2=C(C(=CC=C2)P(C3=CC=CC=C3)C4=CC=CC=C4)OC5=C(C=CC=C51)P(C6=CC=CC=C6)C7=CC=CC=C7)C (Xantphos), NC1=NN(C=C1)C1CN(C1)C(=O)OC(C)(C)C (tert-Butyl 3-(3-Amino-1H-pyrazol-1-yl)azetidine-1-carboxylate), BrC=1C(N(N=C(C1)Cl)C)=O (4-Bromo-6-chloro-2-methylpyridazin-3(2H)-one), C([O-])([O-])=O.[Cs+].[Cs+] (cesium carbonate). Reagents/catalysts: C=1C=CC(=CC1)/C=C/C(=O)/C=C/C2=CC=CC=C2.C=1C=CC(=CC1)/C=C/C(=O)/C=C/C2=CC=CC=C2.C=1C=CC(=CC1)/C=C/C(=O)/C=C/C2=CC=CC=C2.[Pd].[Pd] (tris(dibenzylideneacetone)dipalladium(0)). Run in C(C)(=O)OCC (ethyl acetate), O (water), O1CCOCC1 (1,4-dioxane). The product is ClC=1C=C(C(N(N1)C)=O)NC1=NN(C=C1)C1CN(C1)C(=O)OC(C)(C)C (tert-Butyl 3-(3-(6-Chloro-2-methyl-3-oxo-2,3-dihydropyridazin-4-ylamino)-1H-pyrazol-1-yl)azetidine-1-carboxylate). Yield: 73.4%. Reaction SMILES: [NH2:1][C:2]1[CH:6]=[CH:5][N:4]([CH:7]2[CH2:10][N:9]([C:11]([O:13][C:14]([CH3:17])([CH3:16])[CH3:15])=[O:12])[CH2:8]2)[N:3]=1.Br[C:19]1[C:20](=[O:27])[N:21]([CH3:26])[N:22]=[C:23]([Cl:25])[CH:24]=1.C(=O)([O-])[O-].[Cs+].[Cs+].CC1(C)C2C(=C(P(C3C=CC=CC=3)C3C=CC=CC=3)C=CC=2)OC2C(P(C3C=CC=CC=3)C3C=CC=CC=3)=CC=CC1=2>C(OCC)(=O)C.O.C1C=CC(/C=C/C(/C=C/C2C=CC=CC=2)=O)=CC=1.C1C=CC(/C=C/C(/C=C/C2C=CC=CC=2)=O)=CC=1.C1C=CC(/C=C/C(/C=C/C2C=CC=CC=2)=O)=CC=1.[Pd].[Pd].O1CCOCC1>[Cl:25][C:23]1[CH:24]=[C:19]([NH:1][C:2]2[CH:6]=[CH:5][N:4]([CH:7]3[CH2:8][N:9]([C:11]([O:13][C:14]([CH3:17])([CH3:16])[CH3:15])=[O:12])[CH2:10]3)[N:3]=2)[C:20](=[O:27])[N:21]([CH3:26])[N:22]=1 |f:2.3.4,8.9.10.11.12|. Procedure details: A 100-mL single-neck round-bottomed flask equipped with a magnetic stirrer and nitrogen inlet was charged with 105b (677 mg, 2.84 mmol), 103a (635 mg, 2.84 mmol), cesium carbonate (1.85 g, 5.68 mmol) and 1,4-dioxane (14 mL). After bubbling nitrogen through the resulting suspension for 30 min, Xantphos (246 mg, 0.426 mmol) and tris(dibenzylideneacetone)dipalladium(0) (260 mg, 0.284 mmol) were added. A reflux condenser was attached to the flask, and the reaction mixture was heated at reflux for 2.... The reactants are C(C1=CC=CC=C1)(=O)Cl (benzoyl chloride), C(C)(C)(C)NN (t-butylhydrazine), C(C(C)(C)C)(=O)NNC(C)(C)C (1-pivaloyl-2-tert.-butylhydrazine). Run in O (water). Yields the product C(C1=CC=CC=C1)(=O)NNC(C)(C)C (1-benzoyl-2tert.-butylhydrazine). Yield: 71.0%. Reaction SMILES: [C:1](Cl)(=[O:8])[C:2]1[CH:7]=[CH:6][CH:5]=[CH:4][CH:3]=1.[C:10]([NH:14][NH2:15])([CH3:13])([CH3:12])[CH3:11].C(NNC(C)(C)C)(=O)C(C)(C)C>O>[C:1]([NH:15][NH:14][C:10]([CH3:13])([CH3:12])[CH3:11])(=[O:8])[C:2]1[CH:7]=[CH:6][CH:5]=[CH:4][CH:3]=1. Procedure: 1-benzoyl-2tert.-butylhydrazine was prepared in 71% yield by adding benzoyl chloride to a basic solution of t-butylhydrazine in water. The procedure was the same as that for preparing 1-pivaloyl-2-tert.-butylhydrazine in Example XIX A. The product has a melting range of 94° - 95° C. and its infra-red spectrum was consistent with that of the proposed structure. Starting materials: CO (MeOH), BrC1C[C@H]2[C@@H]3CCC([C@@]3(C)CC[C@@H]2[C@]2(CCC(C=C12)=O)C)=O (6-bromoandrost-4-en-3,17-dione), [N-]=[N+]=[N-].[Na+] (sodium azide). Solvent: CN(C=O)C (dimethylformamide). Product: N(=[N+]=[N-])C1=C2CC[C@H]3[C@@H]4CCC([C@@]4(C)CC[C@@H]3[C@]2(CCC1=O)C)=O (4-azidoandrost-4-en-3,17-dione). The yield is 48.3%. As a reaction SMILES: Br[CH:2]1[C:19]2[C@:14]([CH3:21])([CH2:15][CH2:16][C:17](=[O:20])[CH:18]=2)[C@@H:13]2[C@H:4]([C@H:5]3[C@@:9]([CH2:11][CH2:12]2)([CH3:10])[C:8](=[O:22])[CH2:7][CH2:6]3)[CH2:3]1.[N-:23]=[N+:24]=[N-:25].[Na+].CO>CN(C)C=O>[N:23]([C:18]1[C:17](=[O:20])[CH2:16][CH2:15][C@@:14]2([CH3:21])[C:19]=1[CH2:2][CH2:3][C@@H:4]1[C@@H:13]2[CH2:12][CH2:11][C@@:9]2([CH3:10])[C@H:5]1[CH2:6][CH2:7][C:8]2=[O:22])=[N+:24]=[N-:25] |f:1.2|. Procedure: To a stirred solution of 1.1 g of 6-bromoandrost-4-en-3,17-dione in 57.4 ml of dimethylformamide are added 0.250 g of sodium azide. The resulting mixture is heated at 30°-35° C. for 72 hours, cooled and worked up as described in the example 3. There are obtained 0.476 g of the title compound, m.p. (MeOH) 143°-144° C. (dec.); The reactants are COC(CC(C1=CC=CC=C1)C1=CC=CC=C1)=O (methyl3,3-diphenylpropanoate), C(C(C)C)(=O)Cl (isobutyryl chloride), ClC1=C(C=CC=C1)Cl (1,2-dichlorobenzene), [Cl-].[Al+3].[Cl-].[Cl-] (Aluminum chloride), Cl (hydrochloric acid). Run in C(C)(=O)OCC (ethyl acetate). Conditions: temperature 4 celsius, time 7 hour. Yields the product CC(C(=O)C1=CC=C(C=C1)C(CC(=O)OC)C1=CC=CC=C1)C (methyl 3-[4-(2-methylpropionyl)phenyl]-3-phenylpropanoate). Isolated yield 66.8%. RXN SMILES: [CH3:1][O:2][C:3](=[O:18])[CH2:4][CH:5]([C:12]1[CH:17]=[CH:16][CH:15]=[CH:14][CH:13]=1)[C:6]1[CH:11]=[CH:10][CH:9]=[CH:8][CH:7]=1.[C:19](Cl)(=[O:23])[CH:20]([CH3:22])[CH3:21].ClC1C=CC=CC=1Cl.[Cl-].[Al+3].[Cl-].[Cl-].Cl>C(OCC)(=O)C>[CH3:21][CH:20]([CH3:22])[C:19]([C:9]1[CH:10]=[CH:11][C:6]([CH:5]([C:12]2[CH:13]=[CH:14][CH:15]=[CH:16][CH:17]=2)[CH2:4][C:3]([O:2][CH3:1])=[O:18])=[CH:7][CH:8]=1)=[O:23] |f:3.4.5.6|. Procedure details: A mixture of 80 g (0.333 mol) of methyl3,3-diphenylpropanoate, 42.6 g (0.399 mol) of isobutyryl chloride, and 600 mol of 1,2-dichlorobenzene is cooled to 4° C. Aluminum chloride (112 g, 0.832 mol) is added portion wise over 2 hours while the reaction temperature is kept between −5 and 5° C. The reaction is kept within this temperature range for 7 hours, and then stirred at room temperature for 13 hours. The reaction mixture is poured into a mixture of ice and concentrated hydrochloric acid, and ... Starting materials: CN1CC(COS(C)(=O)=O)CC2c3cccc4[nH]cc(c34)CC21, NN. Product: CN1CC(CNN)CC2c3cccc4[nH]cc(c34)CC21. Reaction SMILES: [CH3:1][N:2]1[CH2:3][CH:4]([CH2:18][O:19][S:20]([CH3:21])(=[O:22])=[O:23])[CH2:5][CH:6]2[c:7]3[cH:8][cH:9][cH:10][c:11]4[nH:12][cH:13][c:14]([c:17]34)[CH2:15][CH:16]12.[NH2:24][NH2:25]>>[CH3:1][N:2]1[CH2:3][CH:4]([CH2:18][NH:24][NH2:25])[CH2:5][CH:6]2[c:7]3[cH:8][cH:9][cH:10][c:11]4[nH:12][cH:13][c:14]([c:17]34)[CH2:15][CH:16]12.